This data is from the Open Reaction Database (ORD), a public repository of structured organic reaction records. The task is: describe an organic reaction: reactants, conditions, products, and yield Reactants: Cl (hydrochloric acid), NC1=CC2=C(C(=CO2)C)C=C1Cl (6-amino-5-chloro-3-methylbenzofuran), COC1OC(CC1)OC (2,5-dimethoxytetrahydrofuran). The solvent is O1CCOCC1 (dioxane). Reaction conditions: time 16 hour. Yields the product ClC=1C(=CC2=C(C(=CO2)C)C1)N1C=CC=C1 (5-chloro-3-methyl-6-(pyrrol-1-yl)-benzofuran). Reaction SMILES: Cl.[NH2:2][C:3]1[C:12]([Cl:13])=[CH:11][C:6]2[C:7]([CH3:10])=[CH:8][O:9][C:5]=2[CH:4]=1.CO[CH:16]1[CH2:20][CH2:19][CH:18](OC)O1>O1CCOCC1>[Cl:13][C:12]1[C:3]([N:2]2[CH:16]=[CH:20][CH:19]=[CH:18]2)=[CH:4][C:5]2[O:9][CH:8]=[C:7]([CH3:10])[C:6]=2[CH:11]=1. Procedure details: 7 ml of 5N hydrochloric acid are added to a mixture of 9.1 g (50 mmole) of 6-amino-5-chloro-3-methylbenzofuran, 10 ml (78 mmole) of 2,5-dimethoxytetrahydrofuran and 200 ml of dioxane and the whole is stirred at room temperature for 16 hours. The whole is subsequently concentrated by evaporation in vacuo and the residue is chromatographed over silica gel with petroleum ether/methylene chloride. Crystallisation of the resulting product from petroleum ether yields 5-chloro-3-methyl-6-(pyrrol-1-yl)-... Run in C1CCOC1 (THF). Product: OC(C)(C)C1C[C@H]2N(C(OC2)(C)C)C1=O ((7aR)-6-(2-hydroxypropan-2-yl)-3,3-dimethyltetrahydropyrrolo[1,2-c]oxazol-5(3H)-one). Run at temperature -78 celsius, time 1 hour. Isolated yield 66.3%. Reaction SMILES: [CH3:1][C:2]1([CH3:11])[N:6]2[C:7](=[O:10])[CH2:8][CH2:9][C@@H:5]2[CH2:4][O:3]1.C([N-]C(C)C)(C)C.[Li+].C1COCC1.CCCCCCC.C(C1C=CC=CC=1)C.[CH3:40][C:41]([CH3:43])=[O:42]>C1COCC1>[OH:42][C:41]([CH:8]1[C:7](=[O:10])[N:6]2[C:2]([CH3:11])([CH3:1])[O:3][CH2:4][C@H:5]2[CH2:9]1)([CH3:43])[CH3:40] |f:1.2,3.4.5|. Reported procedure: To a solution of (R)-3,3-dimethyltetrahydropyrrolo[1,2-c]oxazol-5(3H)-one (6.68 g, 43.0 mmol) in THF (100 mL) cooled to −78° C., was added lithium diisopropylamide, 2.0 M solution in THF/heptane/ethylbenzene (43.0 mL, 86 mmol) and stirred at −78° C. for 1 h. The resulting mixture was treated with acetone, 99.8%, extra dry, acroseal (6.32 mL, 86 mmol) at −78° C. and then allowed to warm up to room temperature for 16 h. The reaction was quenched with sat. NH4Cl and extracted with EtOAc (2×200 mL).... The reactants are C(C)(C)[N-]C(C)C.[Li+] (lithium diisopropylamide), solution, C1CCOC1.CCCCCCC.C(C)C1=CC=CC=C1 (THF heptane ethylbenzene), CC(=O)C (acetone), CC1(OC[C@@H]2N1C(CC2)=O)C ((R)-3,3-dimethyltetrahydropyrrolo[1,2-c]oxazol-5(3H)-one). The reactants are BrN1C(CCC1=O)=O (N-bromo succinimide), C(CCC)C=1N=C2N(C=CC=C2)C1 (2-butyl imidazo(1,2-a)pyridine), C([O-])([O-])=O.[Na+].[Na+] (sodium carbonate). The solvent is C(Cl)(Cl)Cl (chloroform). Reaction conditions: temperature 10 celsius, time 30 minute. Product: BrC1=C(N=C2N1C=CC=C2)CCCC (3-bromo 2-butyl imidazo(1,2-a)pyridine). Isolated yield 74.7%. RXN SMILES: [CH2:1]([C:5]1[N:6]=[C:7]2[CH:12]=[CH:11][CH:10]=[CH:9][N:8]2[CH:13]=1)[CH2:2][CH2:3][CH3:4].[Br:14]N1C(=O)CCC1=O.C(=O)([O-])[O-].[Na+].[Na+]>C(Cl)(Cl)Cl>[Br:14][C:13]1[N:8]2[CH:9]=[CH:10][CH:11]=[CH:12][C:7]2=[N:6][C:5]=1[CH2:1][CH2:2][CH2:3][CH3:4] |f:2.3.4|. Reported procedure: A mixture of 3.5 g of the product of Stage C and 50 ml of chloroform was cooled to 10° C. and 4.55 g of N-bromo succinimide were added. The mixture was stirred at this temperature for 30 minutes and was then poured into a saturated solution of sodium carbonate and extracted with ethyl acetate. The extracts were washed with a saturated aqueous solution of sodium chloride, dried, filtered and evaporated to dryness to obtain after chromatography on silica (methylene chloride: 95/methanol: 5), 3.8 g... The reactants are BrCc1cc(Br)cc(Br)c1, O=C1NC(=O)c2ccccc21, [K], CN(C)C=O. Yields the product O=C1c2ccccc2C(=O)N1Cc1cc(Br)cc(Br)c1. As a reaction SMILES: [Br:1][c:2]1[cH:3][c:4]([Br:10])[cH:5][c:6]([CH2:8][Br:9])[cH:7]1.[C:11]1(=[O:21])[c:12]2[c:13]([cH:17][cH:18][cH:19][cH:20]2)[C:14](=[O:16])[NH:15]1.[K:22].[O:23]=[CH:24][N:25]([CH3:26])[CH3:27]>>[Br:1][c:2]1[cH:3][c:4]([Br:10])[cH:5][c:6]([CH2:8][N:15]2[C:11](=[O:21])[c:12]3[c:13]([cH:17][cH:18][cH:19][cH:20]3)[C:14]2=[O:16])[cH:7]1. The reactants are ClCCl, CCOC(=O)C(=CC=Cc1c(OC)cccc1OC)N=[N+]=[N-], c1ccc(P(c2ccccc2)c2ccccc2)cc1. Product: CCOC(=O)C(=CC=Cc1c(OC)cccc1OC)N=P(c1ccccc1)(c1ccccc1)c1ccccc1. Reaction SMILES: [Cl:42][CH2:43][Cl:44].[N:1](=[N+:2]=[N-:3])[C:4]([C:5](=[O:6])[O:7][CH2:8][CH3:9])=[CH:10][CH:11]=[CH:12][c:13]1[c:14]([O:21][CH3:22])[cH:15][cH:16][cH:17][c:18]1[O:19][CH3:20].[c:23]1([P:29]([c:30]2[cH:31][cH:32][cH:33][cH:34][cH:35]2)[c:36]2[cH:37][cH:38][cH:39][cH:40][cH:41]2)[cH:24][cH:25][cH:26][cH:27][cH:28]1>>[N:1]([C:4]([C:5](=[O:6])[O:7][CH2:8][CH3:9])=[CH:10][CH:11]=[CH:12][c:13]1[c:14]([O:21][CH3:22])[cH:15][cH:16][cH:17][c:18]1[O:19][CH3:20])=[P:29]([c:23]1[cH:24][cH:25][cH:26][cH:27][cH:28]1)([c:30]1[cH:31][cH:32][cH:33][cH:34][cH:35]1)[c:36]1[cH:37][cH:38][cH:39][cH:40][cH:41]1. The reactants are C(C1=CC=CC=C1)N1N=C(C=C1N1[C@H](C[C@H](C1)S(=O)(=O)C1=C(C=CC=C1)C(F)(F)F)C(=O)O)C ((2R,4R)-1-(2-benzyl-5-methyl-2H-pyrazol-3-yl)-4-(2-trifluoromethyl-benzenesulfonyl)-pyrrolidine-2-carboxylic acid), COC(=O)[C@H]1N(C[C@@H](C1)S(=O)(=O)C1=C(C=CC=C1)C(F)(F)F)C=1N(N=C(C1)C)CC1=CC=CC=C1 ((2S,4R)-1-(2-benzyl-5-methyl-2H-pyrazol-3-yl)-4-(2-trifluoromethyl-benzenesulfonyl)-pyrrolidine-2-carboxylic acid methyl ester), COC(=O)[C@@H]1N(C[C@@H](C1)S(=O)(=O)C1=C(C=CC=C1)C(F)(F)F)C=1N(N=C(C1)C)CC1=CC=CC=C1 ((2R,4R)-1-(2-benzyl-5-methyl-2H-pyrazol-3-yl)-4-(2-trifluoromethyl-benzenesulfonyl)-pyrrolidine-2-carboxylic acid methyl ester), [OH-].[Li+] (lithium hydroxide). Product: C(C1=CC=CC=C1)N1N=C(C=C1N1[C@@H](C[C@H](C1)S(=O)(=O)C1=C(C=CC=C1)C(F)(F)F)C(=O)O)C ((2S,4R)-1-(2-Benzyl-5-methyl-2H-pyrazol-3-yl)-4-(2-trifluoromethyl-benzenesulfonyl)-pyrrolidine-2-carboxylic acid). Reported procedure: In analogy to the procedure described in example 253e, a mixture of (2S,4R)-1-(2-benzyl-5-methyl-2H-pyrazol-3-yl)-4-(2-trifluoromethyl-benzenesulfonyl)-pyrrolidine-2-carboxylic acid methyl ester and (2R,4R)-1-(2-benzyl-5-methyl-2H-pyrazol-3-yl)-4-(2-trifluoromethyl-benzenesulfonyl)-pyrrolidine-2-carboxylic acid methyl ester was saponified in the presence of lithium hydroxide to give a mixture of the title compound and (2R,4R)-1-(2-benzyl-5-methyl-2H-pyrazol-3-yl)-4-(2-trifluoromethyl-benzenesulf... As a reaction SMILES: C[O:2][C:3]([C@@H:5]1[CH2:9][C@@H:8]([S:10]([C:13]2[CH:18]=[CH:17][CH:16]=[CH:15][C:14]=2[C:19]([F:22])([F:21])[F:20])(=[O:12])=[O:11])[CH2:7][N:6]1[C:23]1[N:24]([CH2:29][C:30]2[CH:35]=[CH:34][CH:33]=[CH:32][CH:31]=2)[N:25]=[C:26]([CH3:28])[CH:27]=1)=[O:4].COC([C@H]1C[C@@H](S(C2C=CC=CC=2C(F)(F)F)(=O)=O)CN1C1N(CC2C=CC=CC=2)N=C(C)C=1)=O.[OH-].[Li+].C(N1C(N2C[C@H](S(C3C=CC=CC=3C(F)(F)F)(=O)=O)C[C@@H]2C(O)=O)=CC(C)=N1)C1C=CC=CC=1>>[CH2:29]([N:24]1[C:23]([N:6]2[CH2:7][C@H:8]([S:10]([C:13]3[CH:18]=[CH:17][CH:16]=[CH:15][C:14]=3[C:19]([F:21])([F:20])[F:22])(=[O:12])=[O:11])[CH2:9][C@H:5]2[C:3]([OH:4])=[O:2])=[CH:27][C:26]([CH3:28])=[N:25]1)[C:30]1[CH:35]=[CH:34][CH:33]=[CH:32][CH:31]=1 |f:2.3|. Reactants: CC(C#N)c1nsc(NC(=O)OC(C)(C)C)n1, CO, O. Product: CC(CN)c1nsc(NC(=O)OC(C)(C)C)n1. As a reaction SMILES: [C:1](#[N:2])[CH:3]([CH3:4])[c:5]1[n:6][s:7][c:8]([NH:10][C:11]([O:12][C:13]([CH3:14])([CH3:15])[CH3:16])=[O:17])[n:9]1.[CH3:18][OH:19].[OH2:20]>>[CH2:1]([NH2:2])[CH:3]([CH3:4])[c:5]1[n:6][s:7][c:8]([NH:10][C:11]([O:12][C:13]([CH3:14])([CH3:15])[CH3:16])=[O:17])[n:9]1.